Dataset: the Open Reaction Database (ORD), a public repository of structured organic reaction records. Task: describe an organic reaction: reactants, conditions, products, and yield Starting materials: COC(C(C1=CC(=C(C=C1)Cl)Cl)=[N+]=[N-])=O (diazo-(3,4-dichloro-phenyl)-acetic acid methyl ester), C1(CCCCC1)O (cyclohexanol), O (water). The reagents and catalysts are CC(=O)O.CC(=O)O.CC(=O)O.CC(=O)O.[Rh].[Rh] (rhodium (II) acetate dimer). Run in ClCCl (dichloromethane). Reaction conditions: temperature 25 celsius, time 1 hour. The product is COC(C(C1=CC(=C(C=C1)Cl)Cl)OC1CCCCC1)=O (rac-cyclohexyloxy-(3,4-dichloro-phenyl)-acetic acid methyl ester). Yield: 74.2%. Reaction SMILES: [CH3:1][O:2][C:3](=[O:15])[C:4](=[N+]=[N-])[C:5]1[CH:10]=[CH:9][C:8]([Cl:11])=[C:7]([Cl:12])[CH:6]=1.[CH:16]1([OH:22])[CH2:21][CH2:20][CH2:19][CH2:18][CH2:17]1.O>ClCCl.CC(O)=O.CC(O)=O.CC(O)=O.CC(O)=O.[Rh].[Rh]>[CH3:1][O:2][C:3](=[O:15])[CH:4]([O:22][CH:16]1[CH2:21][CH2:20][CH2:19][CH2:18][CH2:17]1)[C:5]1[CH:10]=[CH:9][C:8]([Cl:11])=[C:7]([Cl:12])[CH:6]=1 |f:4.5.6.7.8.9|. Procedure details: In a dry 25 mL round bottom flask under argon was placed diazo-(3,4-dichloro-phenyl)-acetic acid methyl ester (from Example 1, 550 mg 2.24 mmol) and cyclohexanol (0.47 mL, 4.49 mmol) in dichloromethane (10 mL). The solution was stirred at 25° C. and as rhodium (II) acetate dimer (20 mg, 0.045 mmol) was added, the immediate evolution of gas was observed and the color changed from bright yellow to an aquagreen color. After the solution was stirred at 25° C. for 1 h, it was poured into water and th... The reactants are Cl (hydrochloric acid), CNC(=CC(=O)OCC)C(F)(F)F (ethyl 3-methylamino-4,4,4-trifluoro-2-butenoate), CNN (methylhydrazine). The solvent is O (water). Reaction conditions: time 2 hour. Yields the product CN1N=C(C=C1C(F)(F)F)O (1-methyl-3-hydroxy-5-trifluoromethylpyrazole). Yield: 42.5%. As a reaction SMILES: [CH3:1][NH:2][C:3]([C:10]([F:13])([F:12])[F:11])=[CH:4][C:5](OCC)=[O:6].C[NH:15]N.Cl>O>[CH3:1][N:2]1[C:3]([C:10]([F:13])([F:12])[F:11])=[CH:4][C:5]([OH:6])=[N:15]1. Procedure details: A 50 ml. flask equipped with mechanical stirrer and reflux condenser was charged with 19.7 g of ethyl 3-methylamino-4,4,4-trifluoro-2-butenoate and 4.8 g of methylhydrazine and heated to 50°-65° C. for 2.75 hr., then to 40°-45° C. for 2 hr., and then allowed to cool to room temperature and stand overnight. The clear reaction mixture was taken up in 15 ml. of water and conc. hydrochloric acid added dropwise to pH 6.0-6.5 which required 5.2 ml. of acid. The precipitated product was collected by fi...